Task: describe an organic reaction: reactants, conditions, products, and yield. Dataset: the Open Reaction Database (ORD), a public repository of structured organic reaction records Starting materials: C(C)(C)(C)OC(N(C)CCCC(NC1=C(C(=CC=C1)[N+](=O)[O-])N)=O)=O ([3-(2-amino-3-nitro-phenylcarbamoyl)-propyl]methyl-carbamic acid tert-butyl ester). The solvent is C(C)(=O)O (acetic acid). Yields the product C(C)(C)(C)OC(N(CCCC1=NC2=C(N1)C=CC=C2[N+](=O)[O-])C)=O (methyl-[3-(4-nitro-1H-benzoimidazol-2-yl)-propyl]-carbamic acid tert-butyl ester). Yield: 91.0%. Reaction SMILES: [C:1]([O:5][C:6](=[O:25])[N:7]([CH2:9][CH2:10][CH2:11][C:12](=O)[NH:13][C:14]1[CH:19]=[CH:18][CH:17]=[C:16]([N+:20]([O-:22])=[O:21])[C:15]=1[NH2:23])[CH3:8])([CH3:4])([CH3:3])[CH3:2]>C(O)(=O)C>[C:1]([O:5][C:6](=[O:25])[N:7]([CH3:8])[CH2:9][CH2:10][CH2:11][C:12]1[NH:13][C:14]2[CH:19]=[CH:18][CH:17]=[C:16]([N+:20]([O-:22])=[O:21])[C:15]=2[N:23]=1)([CH3:4])([CH3:3])[CH3:2]. Procedure: A solution of 4.4 g of [3-(2-amino-3-nitro-phenylcarbamoyl)-propyl]methyl-carbamic acid tert-butyl ester in 36 mL of acetic acid was heated at 90° C. for 5 h and concentrated in vacuo. The residue was taken up in DCM, washed with sat. NaHCO3 solution, dried over anh. Na2SO4 and concentrated in vacuo to yield 3.8 g of methyl-[3-(4-nitro-1H-benzoimidazol-2-yl)-propyl]-carbamic acid tert-butyl ester as dark yellow oil. Reactants: C(C)(=O)O (acetic acid), ice, C(C)(C)(C)OC(=O)N1CCC(C(=O)O)CC1 (N-t-butoxycarbonyl isonipecotic acid), mixture, CO (methanol), solution, C[Si](C)(C)C=[N+]=[N-] (trimethylsilyldiazomethane). Solvent: C1=CC=CC=C1 (benzene), hexanes. Reaction conditions: time 1 hour. Product: COC(C1CCN(CC1)C(=O)OC(C)(C)C)=O (N-t-Butoxycarbonyl isonipecotic acid methyl ester). As a reaction SMILES: [C:1]([O:5][C:6]([N:8]1[CH2:16][CH2:15][CH:11]([C:12]([OH:14])=[O:13])[CH2:10][CH2:9]1)=[O:7])([CH3:4])([CH3:3])[CH3:2].CO.[CH3:19][Si](C=[N+]=[N-])(C)C.C(O)(=O)C>C1C=CC=CC=1>[CH3:19][O:13][C:12](=[O:14])[CH:11]1[CH2:15][CH2:16][N:8]([C:6]([O:5][C:1]([CH3:4])([CH3:2])[CH3:3])=[O:7])[CH2:9][CH2:10]1. Reported procedure: To an ice cold solution of N-t-butoxycarbonyl isonipecotic acid (8.8 g, 34.9 mmol), in a 10% mixture of methanol in benzene (250 ml), was added a 2.0M solution of trimethylsilyldiazomethane in hexanes, dropwise, until a consistent yellow color was obtained (~30 ml). After vigorous gas evolution had ceased, the reaction mixture was stirred for 1 hr at room temperature. The mixture was then treated dropwise with glacial acetic acid until the yellow color had dissipated. The reaction was stirred 15... The reactants are [Al+3], C1CCOC1, COc1ccc2c(c1)C(=O)NCCS2, [H-], [H-], [H-], [H-], [Li+]. The product is COc1ccc2c(c1)CNCCS2. RXN SMILES: [Al+3:3].[CH2:21]1[O:22][CH2:23][CH2:24][CH2:25]1.[CH3:7][O:8][c:9]1[cH:10][cH:11][c:12]2[c:13]([cH:20]1)[C:14](=[O:19])[NH:15][CH2:16][CH2:17][S:18]2.[H-:1].[H-:4].[H-:5].[H-:6].[Li+:2]>>[CH3:7][O:8][c:9]1[cH:10][cH:11][c:12]2[c:13]([cH:20]1)[CH2:14][NH:15][CH2:16][CH2:17][S:18]2. Starting materials: FC1=CC=C(C=C1)[C@@H]1N(C(OC1(C)C)=O)C1CCC(CC1)NC1=C(C=NC=C1)[N+](=O)[O-] ((S)-4-(4-fluorophenyl)-5,5-dimethyl-3-(4-((3-nitropyridin-4-yl)amino)cyclohexyl)oxazolidin-2-one), O.NN (hydrazine hydrate). The reagents and catalysts are [Ni] (nickel). Solvent: CCO (EtOH). Run at temperature 40 celsius, time 90 minute. The product is NC=1C=NC=CC1NC1CCC(CC1)N1C(OC([C@@H]1C1=CC=C(C=C1)F)(C)C)=O ((S)-3-(4-((3-Aminopyridin-4-yl)amino)cyclohexyl)-4-(4-fluorophenyl)-5,5-dimethyloxazolidin-2-one). RXN SMILES: [F:1][C:2]1[CH:7]=[CH:6][C:5]([C@H:8]2[C:12]([CH3:14])([CH3:13])[O:11][C:10](=[O:15])[N:9]2[CH:16]2[CH2:21][CH2:20][CH:19]([NH:22][C:23]3[CH:28]=[CH:27][N:26]=[CH:25][C:24]=3[N+:29]([O-])=O)[CH2:18][CH2:17]2)=[CH:4][CH:3]=1.O.NN>[Ni].CCO>[NH2:29][C:24]1[CH:25]=[N:26][CH:27]=[CH:28][C:23]=1[NH:22][CH:19]1[CH2:20][CH2:21][CH:16]([N:9]2[C@@H:8]([C:5]3[CH:4]=[CH:3][C:2]([F:1])=[CH:7][CH:6]=3)[C:12]([CH3:13])([CH3:14])[O:11][C:10]2=[O:15])[CH2:17][CH2:18]1 |f:1.2|. Procedure: To a flask charged with (S)-4-(4-fluorophenyl)-5,5-dimethyl-3-(4-((3-nitropyridin-4-yl)amino)cyclohexyl)oxazolidin-2-one (0.285 g, 0.665 mmol) was added EtOH (13.30 mL). Raney 3202 nickel (slurry in water) (0.733 mL, 111 mmol) was then added using a pipette. The flask was sealed, placed under nitrogen, and heated at 40° C. To the resulting yellow solution was added hydrazine hydrate solution (0.311 mL, 9.98 mmol) dropwise. The resulting mixture was stirred for 90 minutes at 40° C. LC-MS indicate... Reactants: FC(C(=O)O)(F)F.FC(C(=O)O)(F)F.C(C)(C)(C)OC(=O)N1CCN(CC1)CC(=O)NC=1C=CC=2NC3=C(C=NC(NC=4C=CC=C(CCC1C2)C4)=N3)Cl (tert-butyl-4-(2-[{6-chloro-2,4,8,22-tetraazatetracyclo[14.3.1.1(3,7).1(9,13)]docosa-1(20),3(22),4,6,9(21),10,12,16,18-nonaen-12-yl]amino}-2-oxoethyl)piperazine-1-carboxylate bis(trifluoroacetate)), CC1=CC(=NO1)C(=O)Cl (5-methylisoxazole-3-carbonyl chloride). Yields the product FC(C(=O)O)(F)F.FC(C(=O)O)(F)F.ClC=1C=NC=2NC=3C=CC=C(CCC4=C(C=CC(NC1N2)=C4)NC(CN4CCN(CC4)C(=O)C4=NOC(=C4)C)=O)C3 (N-[6-Chloro-2,4,8,22-tetraazatetracyclo[14.3.1.1(3,7).1(9,13)]docosa-1(20),3(22),4,6,9(21),10,12,16,18-nonaen-12-yl]-2-{4-[(5-methylisoxazol-3-yl)carbonyl]piperazin-1-yl}acetamide bis(trifluoroacetate)). The yield is 56.0%. RXN SMILES: [F:1][C:2]([F:7])([F:6])[C:3]([OH:5])=[O:4].[F:8][C:9]([F:14])([F:13])[C:10]([OH:12])=[O:11].C(O[C:20]([N:22]1[CH2:27][CH2:26][N:25]([CH2:28][C:29]([NH:31][C:32]2[CH:33]=[CH:34][C:35]3[NH:36][C:37]4[N:53]=[C:41]([NH:42][C:43]5[CH:44]=[CH:45][CH:46]=[C:47]([CH:52]=5)[CH2:48][CH2:49][C:50]=2[CH:51]=3)[N:40]=[CH:39][C:38]=4[Cl:54])=[O:30])[CH2:24][CH2:23]1)=[O:21])(C)(C)C.[CH3:55][C:56]1[O:60][N:59]=[C:58](C(Cl)=O)[CH:57]=1>>[F:1][C:2]([F:7])([F:6])[C:3]([OH:5])=[O:4].[F:8][C:9]([F:14])([F:13])[C:10]([OH:12])=[O:11].[Cl:54][C:38]1[CH:39]=[N:40][C:41]2[NH:42][C:43]3[CH:44]=[CH:45][CH:46]=[C:47]([CH:52]=3)[CH2:48][CH2:49][C:50]3[CH:51]=[C:35]([NH:36][C:37]=1[N:53]=2)[CH:34]=[CH:33][C:32]=3[NH:31][C:29](=[O:30])[CH2:28][N:25]1[CH2:26][CH2:27][N:22]([C:20]([C:58]2[CH:57]=[C:56]([CH3:55])[O:60][N:59]=2)=[O:21])[CH2:23][CH2:24]1 |f:0.1.2,4.5.6|. Procedure details: The desired compound was prepared according to the procedure of Example A20, using tert-butyl-4-(2-[{6-chloro-2,4,8,22-tetraazatetracyclo[14.3.1.1(3,7).1(9,13)]docosa-1(20),3(22),4,6,9(21),10,12,16,18-nonaen-12-yl]amino}-2-oxoethyl)piperazine-1-carboxylate bis(trifluoroacetate) and 5-methylisoxazole-3-carbonyl chloride as starting materials in 56% yield. LCMS for C29H30ClN8O3 (M+H)+: m/z=573.2. Starting materials: C(=O)(C(F)(F)F)O (TFA), Sulfonic acid, C(#N)C=1C=C(C(=NC1C1=CNC2=NC=C(C=C21)F)N[C@H](CS(=O)(=O)N)C(C)(C)C)F ((S)-2-((5-cyano-3-fluoro-6-(5-fluoro-1H-pyrrolo[2,3-b]pyridin-3-yl)pyridin-2-yl)amino)-3,3-dimethylbutane-1-sulfonamide), FC=1C(=CC(=NC1)C1=CN(C2=NC=C(C=C21)F)S(=O)(=O)C2=CC=C(C)C=C2)N[C@H](CS(=O)(=O)O)C(C)(C)C ((S)-2-(5-fluoro-2-(5-fluoro-1-tosyl-1H-pyrrolo[2,3-b]pyridin-3yl)pyridin-4-ylamino)-3,3-dimethylbutane-1-sulfonic acid). Solvent: C(C)#N.O (ACN water). The product is FC=1C(=NC(=NC1)C1=CNC2=NC=C(C=C21)F)N[C@H](CS(=O)(=O)O)C(C)(C)C ((S)-2-((5-fluoro-2-(5-fluoro-1H-pyrrolo[2,3-b]pyridin-3-yl)pyrimidin-4-yl)amino)-3,3-dimethylbutane-1-sulfonic acid). As a reaction SMILES: C(C1C=C(F)C(N[C@@H](C(C)(C)C)CS(N)(=O)=O)=NC=1C1C2C(=NC=C(F)C=2)NC=1)#[N:2].[F:31][C:32]1[C:33]([NH:58][C@@H:59]([C:65]([CH3:68])([CH3:67])[CH3:66])[CH2:60][S:61]([OH:64])(=[O:63])=[O:62])=C[C:35]([C:38]2[C:46]3[C:41](=[N:42][CH:43]=[C:44]([F:47])[CH:45]=3)[N:40](S(C3C=CC(C)=CC=3)(=O)=O)[CH:39]=2)=[N:36][CH:37]=1.C(O)(C(F)(F)F)=O>C(#N)C.O>[F:31][C:32]1[C:33]([NH:58][C@@H:59]([C:65]([CH3:68])([CH3:67])[CH3:66])[CH2:60][S:61]([OH:64])(=[O:63])=[O:62])=[N:2][C:35]([C:38]2[C:46]3[C:41](=[N:42][CH:43]=[C:44]([F:47])[CH:45]=3)[NH:40][CH:39]=2)=[N:36][CH:37]=1 |f:3.4|. Procedure details: Sulfonic acid, 11, was synthesized in a manner similar to compound 30, using compound 57a: 1H NMR (400 MHz, MeOD) δ 8.44 (s, 1H), 8.34 (dd, J=9.2, 2.6 Hz, 1H), 8.22 (d, J=5.7 Hz, 1H), 8.13 (s, 1H), 5.16 (d, J=4.1 Hz, 1H), 3.46-3.33 (m, 2H), 1.10 (d, 9H); LC/MS (10-90% ACN/water 5 min with 0.9% TFA, C18) m/z 412.19 (M+H) retention time=1.91 minutes.